This data is from the Open Reaction Database (ORD), a public repository of structured organic reaction records. The task is: describe an organic reaction: reactants, conditions, products, and yield Starting materials: BrC1=C(SC=C1)C=1SC=CC1C=1SC=CC1 (3-bromoterthiophene), [Cu](C#N)C#N (copper cyanide). Reaction SMILES: Br[C:2]1[CH:6]=[CH:5][S:4][C:3]=1[C:7]1[S:8][CH:9]=[CH:10][C:11]=1[C:12]1[S:13][CH:14]=[CH:15][CH:16]=1.[Cu](C#N)[C:18]#[N:19]>CN(C)C=O.Cl.[Fe](Cl)Cl>[C:18]([C:2]1[CH:6]=[CH:5][S:4][C:3]=1[C:7]1[S:8][CH:9]=[CH:10][C:11]=1[C:12]1[S:13][CH:14]=[CH:15][CH:16]=1)#[N:19]. Procedure: 10 mmol of 3-bromoterthiophene was refluxed in anhydrous dimethylformamide (10 ml) containing 15 mmol of copper cyanide for 4 hours. After the dark mixture was allowed to cool to room temperature it was mixed with iron chloride (10 g) in hydrochloric acid solution (20 ml, 2.0M) and maintained at 60˜70° C. for 30 minutes. The organic extract was washed with hydrochloric acid solution (20 ml, 6M), distilled water, saturated sodium bicarbonate solution and aqueous sodium chloride solution to obtain... The solvent is CN(C=O)C (dimethylformamide), Cl (hydrochloric acid). Yields the product C(#N)C1=C(SC=C1)C=1SC=CC1C=1SC=CC1 (3-cyanoterthiophene). Reagents/catalysts: [Fe](Cl)Cl (iron chloride). Reactants: Cl.C(C)ON (O-Ethyl-hydroxylamine HCl salt), C(C)OC(=O)C1=NC=2N(C(=C1NC1=C(C=C(C=C1)SC)F)C)N=CC2 (6-(2-fluoro-4-methylsulfanyl-phenylamino)-7-methylpyrazolo[1,5-a]pyrimidine-5-carboxylic acid ethyl ester), C[Si](C)(C)[N-][Si](C)(C)C.[Li+] (lithium bis(trimethylsilyl)amide). Run in C1CCOC1 (THF). Reaction conditions: temperature 0 celsius, time 1 hour. Product: C(C)ONC(=O)C1=NC=2N(C(=C1NC1=C(C=C(C=C1)SC)F)C)N=CC2 (6-(2-fluoro-4-methylsulfanyl-phenylamino)-7-methylpyrazolo[1,5-a]pyrimidine-5-carboxylic acid ethoxyamide). RXN SMILES: Cl.[CH2:2]([O:4][NH2:5])[CH3:3].C([O:8][C:9]([C:11]1[C:16]([NH:17][C:18]2[CH:23]=[CH:22][C:21]([S:24][CH3:25])=[CH:20][C:19]=2[F:26])=[C:15]([CH3:27])[N:14]2[N:28]=[CH:29][CH:30]=[C:13]2[N:12]=1)=O)C.C[Si]([N-][Si](C)(C)C)(C)C.[Li+]>C1COCC1>[CH2:2]([O:4][NH:5][C:9]([C:11]1[C:16]([NH:17][C:18]2[CH:23]=[CH:22][C:21]([S:24][CH3:25])=[CH:20][C:19]=2[F:26])=[C:15]([CH3:27])[N:14]2[N:28]=[CH:29][CH:30]=[C:13]2[N:12]=1)=[O:8])[CH3:3] |f:0.1,3.4|. Reported procedure: O-Ethyl-hydroxylamine HCl salt (2.50 equivalents) is added to a solution of 6-(2-fluoro-4-methylsulfanyl-phenylamino)-7-methylpyrazolo[1,5-a]pyrimidine-5-carboxylic acid ethyl ester (1.00 equivalent) in THF. The solution is cooled to 0° C. and lithium bis(trimethylsilyl)amide (6.00 equivalents, 1.0 M solution in hexanes) is added dropwise. The reaction mixture is warmed to room temperature. After stirring for 1 hour, the reaction is quenched by addition of a saturated aqueous solution of NaHCO3 ... The reactants are COC1=C(C(=CC=C1)OC)C1CCCC(N1)=O (6-(2,6-dimethoxyphenyl)piperidin-2-one), BrCC1=CC(=C(C=C1)OC(F)(F)F)Cl (4-(bromomethyl)-2-chloro-1-(trifluoromethoxy)benzene). The product is ClC=1C=C(CN2C(CCCC2C2=C(C=CC=C2OC)OC)=O)C=CC1OC(F)(F)F (1-(3-chloro-4-(trifluoromethoxy)benzyl)-6-(2,6-dimethoxyphenyl)piperidin-2-one). Reaction SMILES: [CH3:1][O:2][C:3]1[CH:8]=[CH:7][CH:6]=[C:5]([O:9][CH3:10])[C:4]=1[CH:11]1[NH:16][C:15](=[O:17])[CH2:14][CH2:13][CH2:12]1.Br[CH2:19][C:20]1[CH:25]=[CH:24][C:23]([O:26][C:27]([F:30])([F:29])[F:28])=[C:22]([Cl:31])[CH:21]=1>>[Cl:31][C:22]1[CH:21]=[C:20]([CH:25]=[CH:24][C:23]=1[O:26][C:27]([F:28])([F:29])[F:30])[CH2:19][N:16]1[CH:11]([C:4]2[C:5]([O:9][CH3:10])=[CH:6][CH:7]=[CH:8][C:3]=2[O:2][CH3:1])[CH2:12][CH2:13][CH2:14][C:15]1=[O:17]. Procedure details: Prepared according to the described general procedure 4 (GP4) by reaction of 6-(2,6-dimethoxyphenyl)piperidin-2-one with commercially available 4-(bromomethyl)-2-chloro-1-(trifluoromethoxy)benzene. Subsequent purification by preparative HPLC afforded the target compound. LC-MS (conditions E): tR=0.83 min.; [M+H]+: 444.11 g/mol. Reactants: [OH-].[K+] (potassium hydroxide), OC1=C(C=CC=C1SC1=C(C=CC=C1)F)C(C)O (1-[2-hydroxy-3-(2-fluorophenylthio)phenyl]ethanol), S(=O)(=O)(OC)OC (dimethyl sulfate). The solvent is O (water), O (water). Conditions: temperature 60 celsius, time 30 minute. The product is COC1=C(C=CC=C1SC1=C(C=CC=C1)F)C(C)O (1-[2-methoxy-3-(2-fluorophenylthio) phenyl]ethanol). Yield: 45.2%. As a reaction SMILES: [OH-].[K+].[OH:3][C:4]1[C:9]([S:10][C:11]2[CH:16]=[CH:15][CH:14]=[CH:13][C:12]=2[F:17])=[CH:8][CH:7]=[CH:6][C:5]=1[CH:18]([OH:20])[CH3:19].S(OC)(O[CH3:25])(=O)=O>O>[CH3:25][O:3][C:4]1[C:9]([S:10][C:11]2[CH:16]=[CH:15][CH:14]=[CH:13][C:12]=2[F:17])=[CH:8][CH:7]=[CH:6][C:5]=1[CH:18]([OH:20])[CH3:19] |f:0.1|. Procedure details: A solution of potassium hydroxide (1.6 g) in water (20 ml) was added slowly to a mixture of 1-[2-hydroxy-3-(2-fluorophenylthio)phenyl]ethanol (2.1 g) and dimethyl sulfate (2 g), and the mixture was stirred at room temperature for 30 minutes and at 60° C. for an hour. To the reaction mixture was added water, and the mixture was extracted with diethyl ether. The extract was washed with dil. aqueous solution of sodium hydroxide and water in turn, dried and evaporated under reduced pressure. The oil... The reactants are CC(C)(C)OC(=O)NC(CCCCNC(=O)OCC1c2ccccc2-c2ccccc21)C(=O)O, ClCCl, O=C(O)C(F)(F)F, O=[N+]([O-])c1ccccc1S(=O)(=O)Cl, O=C([O-])C(F)(F)F. Yields the product O=C(NCCCCC(NS(=O)(=O)c1ccccc1[N+](=O)[O-])C(=O)O)OCC1c2ccccc2-c2ccccc21. RXN SMILES: [C:1]([O:2][C:3](=[O:4])[NH:8][CH:9]([CH2:10][CH2:11][CH2:12][CH2:13][NH:14][C:15](=[O:16])[O:17][CH2:18][CH:19]1[c:20]2[cH:21][cH:22][cH:23][cH:24][c:25]2-[c:26]2[cH:27][cH:28][cH:29][cH:30][c:31]21)[C:32](=[O:33])[OH:34])([CH3:5])([CH3:6])[CH3:7].[Cl:42][CH2:43][Cl:44].[F:35][C:36]([F:37])([F:38])[C:39]([OH:40])=[O:41].[N+:52](=[O:53])([O-:54])[c:55]1[c:56]([S:61](=[O:62])(=[O:63])[Cl:64])[cH:57][cH:58][cH:59][cH:60]1.[O-:45][C:46]([C:47]([F:48])([F:49])[F:50])=[O:51]>>[NH:8]([CH:9]([CH2:10][CH2:11][CH2:12][CH2:13][NH:14][C:15](=[O:16])[O:17][CH2:18][CH:19]1[c:20]2[cH:21][cH:22][cH:23][cH:24][c:25]2-[c:26]2[cH:27][cH:28][cH:29][cH:30][c:31]21)[C:32](=[O:33])[OH:34])[S:61]([c:56]1[c:55]([N+:52](=[O:53])[O-:54])[cH:60][cH:59][cH:58][cH:57]1)(=[O:62])=[O:63]. Reactants: C=CB(OCCCC)OCCCC, C1CCOC1, COC(=O)c1ccc(I)cc1O, O. Yields the product C=Cc1ccc(C(=O)OC)c(O)c1. Reaction SMILES: [CH2:13]([CH2:14][CH2:24][CH3:25])[O:15][B:16]([CH:17]=[CH2:18])[O:19][CH2:20][CH2:21][CH2:22][CH3:23].[CH2:26]1[O:27][CH2:28][CH2:29][CH2:30]1.[CH3:1][O:2][C:3]([c:4]1[c:5]([OH:11])[cH:6][c:7]([I:10])[cH:8][cH:9]1)=[O:12].[OH2:31]>>[CH3:1][O:2][C:3]([c:4]1[c:5]([OH:11])[cH:6][c:7]([CH:13]=[CH2:14])[cH:8][cH:9]1)=[O:12]. Starting materials: COC(=O)c1cccc(CBr)c1[N+](=O)[O-], CNC, CO. As a reaction SMILES: [Br:1][CH2:2][c:3]1[c:4]([N+:13](=[O:14])[O-:15])[c:5]([C:6](=[O:7])[O:8][CH3:9])[cH:10][cH:11][cH:12]1.[CH3:16][NH:17][CH3:18].[CH3:19][OH:20]>>[CH2:2]([c:3]1[c:4]([N+:13](=[O:14])[O-:15])[c:5]([C:6](=[O:7])[O:8][CH3:9])[cH:10][cH:11][cH:12]1)[N:17]([CH3:16])[CH3:18]. Yields the product COC(=O)c1cccc(CN(C)C)c1[N+](=O)[O-]. Starting materials: CO, Cl, CC(CO[Si](C)(C)C(C)(C)C)Oc1cc(Oc2ccc(C(=O)N3CCC3)cn2)cc(C(=O)Nc2nccs2)c1. The product is CC(CO)Oc1cc(Oc2ccc(C(=O)N3CCC3)cn2)cc(C(=O)Nc2nccs2)c1. Reaction SMILES: [CH3:40][OH:41].[ClH:42].[N:1]1([C:5](=[O:6])[c:7]2[cH:8][cH:9][c:10]([O:13][c:14]3[cH:15][c:16]([C:17](=[O:18])[NH:19][c:20]4[s:21][cH:22][cH:23][n:24]4)[cH:25][c:26]([O:28][CH:29]([CH2:30][O:31][Si:32]([C:33]([CH3:34])([CH3:35])[CH3:36])([CH3:37])[CH3:38])[CH3:39])[cH:27]3)[n:11][cH:12]2)[CH2:2][CH2:3][CH2:4]1>>[N:1]1([C:5](=[O:6])[c:7]2[cH:8][cH:9][c:10]([O:13][c:14]3[cH:15][c:16]([C:17](=[O:18])[NH:19][c:20]4[s:21][cH:22][cH:23][n:24]4)[cH:25][c:26]([O:28][CH:29]([CH2:30][OH:31])[CH3:39])[cH:27]3)[n:11][cH:12]2)[CH2:2][CH2:3][CH2:4]1. Starting materials: ice water, solution, C(CCC)[Li] (n-butyllithium), C(C)(C)SCC(=O)OCC (ethyl (isopropylthio)acetate), Cl (hydrochloric acid), CI (methyl iodide), C(C)(C)NC(C)C (diisopropylamine). Run in O1CCCC1 (tetrahydro-furan), O1CCCC1 (tetrahydrofuran). Reaction conditions: temperature 0 celsius, time 30 minute. Product: C(C)(C)SC(C(=O)OCC)C (Ethyl 2-(isopropylthio)proionate). The yield is 56.7%. Reaction SMILES: [CH:1](NC(C)C)(C)C.C([Li])CCC.[CH:13]([S:16][CH2:17][C:18]([O:20][CH2:21][CH3:22])=[O:19])([CH3:15])[CH3:14].CI.Cl>O1CCCC1>[CH:13]([S:16][CH:17]([CH3:1])[C:18]([O:20][CH2:21][CH3:22])=[O:19])([CH3:15])[CH3:14]. Reported procedure: A solution of diisopropylamine (15.4 mL, 0.11 mol) in tetrahydrofuran is cooled to 0° C., treated dropwise with a 2.04 M solution of n-butyllithium in tetrahydro-furan (51.4 mL, 0.105 mol), stirred at 0° C. for 30 minutes, treated dropwise with ethyl (isopropylthio)acetate (16.3 g, 0.1 mol), stirred at 0° C. for 1 hour, treated with methyl iodide (15.6 g, 0.11 mol), stirred at room temperature for 20 hours, and poured into an ice-water mixture (100 g) containing 15 mL of 6 N hydrochloric acid. T... The reactants are C(CN)N (ethylenediamine), BrC1=CC=C2C(=C(C=NC2=C1)[N+](=O)[O-])Cl (7-bromo-4-chloro-3-nitroquinoline). Run in CN(C)C=O (DMF), CN(C)C=O (DMF). Conditions: time 8 hour. The product is BrC1=CC=C2C(=C(C=NC2=C1)[N+](=O)[O-])NCCN (N1-(7-bromo-3-nitroquinolin-4-yl)ethane-1,2-diamine). As a reaction SMILES: [Br:1][C:2]1[CH:11]=[C:10]2[C:5]([C:6](Cl)=[C:7]([N+:12]([O-:14])=[O:13])[CH:8]=[N:9]2)=[CH:4][CH:3]=1.[CH2:16]([NH2:19])[CH2:17][NH2:18]>CN(C=O)C>[Br:1][C:2]1[CH:11]=[C:10]2[C:5]([C:6]([NH:18][CH2:17][CH2:16][NH2:19])=[C:7]([N+:12]([O-:14])=[O:13])[CH:8]=[N:9]2)=[CH:4][CH:3]=1. Procedure: A solution of 7-bromo-4-chloro-3-nitroquinoline (143.8 g, 0.5 mol) in 800 mL warm DMF was added to a stirred solution of ethylenediamine in 200 mL DMF at room temperature; the reaction was stirred at room temperature overnight. The reaction was quenched with 2 L water and stirred for an additional hour. Additional water was added, and the mixture was stirred overnight. A precipitate formed and was isolated by filtration and air-dried overnight on the filter funnel to provide N1-(7-bromo-3-nitroq...